From a dataset of the Open Reaction Database (ORD), a public repository of structured organic reaction records. describe an organic reaction: reactants, conditions, products, and yield Starting materials: CC(C)(C)[O-], CC(C)S(=O)(=O)c1ccc(S(=O)(=O)C(C)C)nc1, CS(C)=O, Oc1ccc(Cl)c(Cl)c1, [K+], O. Product: CC(C)S(=O)(=O)c1ccc(Oc2ccc(Cl)c(Cl)c2)nc1. As a reaction SMILES: [CH3:10][C:11]([CH3:12])([O-:13])[CH3:14].[CH3:16][CH:17]([S:18](=[O:19])(=[O:20])[c:22]1[n:23][cH:24][c:25]([S:28](=[O:29])(=[O:30])[CH:31]([CH3:32])[CH3:33])[cH:26][cH:27]1)[CH3:21].[CH3:35][S:36]([CH3:37])=[O:38].[Cl:1][c:2]1[cH:3][c:4]([OH:9])[cH:5][cH:6][c:7]1[Cl:8].[K+:15].[OH2:34]>>[Cl:1][c:2]1[cH:3][c:4]([O:9][c:22]2[n:23][cH:24][c:25]([S:28](=[O:29])(=[O:30])[CH:31]([CH3:32])[CH3:33])[cH:26][cH:27]2)[cH:5][cH:6][c:7]1[Cl:8]. The reactants are CC(C)(C)[SiH2]OC(C)(C)c1sc(Br)nc1Br, [Li]CCCC, CCOCC. Product: CC(C)(C)[SiH2]OC(C)(C)c1scnc1Br. RXN SMILES: [Br:1][c:2]1[s:3][c:4]([C:8]([O:9][SiH2:10][C:11]([CH3:12])([CH3:13])[CH3:14])([CH3:15])[CH3:16])[c:5]([Br:7])[n:6]1.[CH3:17][CH2:18][CH2:19][CH2:20][Li:21].[CH3:22][CH2:23][O:24][CH2:25][CH3:26]>>[cH:2]1[s:3][c:4]([C:8]([O:9][SiH2:10][C:11]([CH3:12])([CH3:13])[CH3:14])([CH3:15])[CH3:16])[c:5]([Br:7])[n:6]1. Reactants: [H-], CI, [NH4+], [Na+], CN(C)C=O, [OH-], N#Cc1cccc2[nH]ccc12. Product: Cn1ccc2c(C#N)cccc21. As a reaction SMILES: [H-:12].[I:14][CH3:15].[NH4+:22].[Na+:13].[O:16]=[CH:17][N:18]([CH3:19])[CH3:20].[OH-:21].[nH:1]1[cH:2][cH:3][c:4]2[c:5]([C:10]#[N:11])[cH:6][cH:7][cH:8][c:9]12>>[n:1]1([CH3:15])[cH:2][cH:3][c:4]2[c:5]([C:10]#[N:11])[cH:6][cH:7][cH:8][c:9]12. Starting materials: N(=NC(=O)OCC)C(=O)OCC (Diethyl azodicarboxylate), ClCCCC(O)C=1SC=CC1 (4-Chloro-1-thiophen-2-yl-butan-1-ol), ClC1=C(C=C(C=C1)Cl)O (2,5-dichlorophenol), C1(=CC=CC=C1)P(C1=CC=CC=C1)C1=CC=CC=C1 (triphenylphosphine). Solvent: O1CCCC1 (tetrahydrofuran). Run at temperature 0 celsius, time 5 hour. The product is ClCCCC(OC1=C(C=CC(=C1)Cl)Cl)C=1SC=CC1 (2-[4-Chloro-1-(2,5-dichlorophenoxy)butyl]thiophene). Isolated yield 57.3%. RXN SMILES: [Cl:1][CH2:2][CH2:3][CH2:4][CH:5]([C:7]1[S:8][CH:9]=[CH:10][CH:11]=1)[OH:6].[Cl:12][C:13]1[CH:18]=[CH:17][C:16]([Cl:19])=[CH:15][C:14]=1O.C1(P(C2C=CC=CC=2)C2C=CC=CC=2)C=CC=CC=1.N(C(OCC)=O)=NC(OCC)=O>O1CCCC1>[Cl:1][CH2:2][CH2:3][CH2:4][CH:5]([C:7]1[S:8][CH:9]=[CH:10][CH:11]=1)[O:6][C:17]1[CH:18]=[C:13]([Cl:12])[CH:14]=[CH:15][C:16]=1[Cl:19]. Reported procedure: 4-Chloro-1-thiophen-2-yl-butan-1-ol (2.98 g, 15.6 mmol), 2,5-dichlorophenol (2.55 g, 15.6 mmol) and triphenylphosphine (4.91 g,18.7 mmol) were dissolved in anhydrous tetrahydrofuran (80 ml) and the solution cooled to 0° C. Diethyl azodicarboxylate (3.26 g, 18.7 mmol) was added dropwise and the reaction allowed to warm to room temperature, then stirred for 5 hours. The solvent was removed in vacuo and the residue passed down a flash silica chromatography column, eluting with hexane:ethyl acetate ... Yields the product O=C(c1ccc(Br)nc1)c1c[nH]c2ncccc12. As a reaction SMILES: [Al+3:23].[Br:10][c:11]1[n:12][cH:13][c:14]([C:15](=[O:16])[Cl:17])[cH:18][cH:19]1.[Cl-:20].[Cl-:21].[Cl-:22].[Cl:24][CH2:25][Cl:26].[nH:1]1[cH:2][cH:3][c:4]2[c:5]1[n:6][cH:7][cH:8][cH:9]2>>[nH:1]1[cH:2][c:3]([C:15]([c:14]2[cH:13][n:12][c:11]([Br:10])[cH:19][cH:18]2)=[O:16])[c:4]2[c:5]1[n:6][cH:7][cH:8][cH:9]2. The reactants are [Al+3], O=C(Cl)c1ccc(Br)nc1, [Cl-], [Cl-], [Cl-], ClCCl, c1cnc2[nH]ccc2c1. Reactants: NC1CNCCCC1 (3-aminohomopiperidine), ClC1=CC=C(CCl)C=C1 (p-chlorobenzyl chloride), K2CO. Solvent: CC#N (CH3CN). Run at temperature 70 celsius. Product: NC1CN(CCCC1)CC1=CC=C(C=C1)Cl (3-Amino-1-(4-chlorobenzyl)homopiperidine). The yield is 92.3%. Reaction SMILES: [NH2:1][CH:2]1[CH2:8][CH2:7][CH2:6][CH2:5][NH:4][CH2:3]1.[Cl:9][C:10]1[CH:17]=[CH:16][C:13]([CH2:14]Cl)=[CH:12][CH:11]=1>CC#N>[NH2:1][CH:2]1[CH2:8][CH2:7][CH2:6][CH2:5][N:4]([CH2:14][C:13]2[CH:16]=[CH:17][C:10]([Cl:9])=[CH:11][CH:12]=2)[CH2:3]1. Reported procedure: A solution of 3-aminohomopiperidine (1.71 g, 15 mmol) in CH3CN (45 mL) was treated with p-chlorobenzyl chloride (463 mg, 2.9 mmol) and K2CO (828 g, 6 mmol) and heated to 70° C. for 9 h. The reaction mixture was cooled to 25° C. and concentrated to afford a yellow solid. The residue was partitioned between H2O (5 mL) and EtOAc (50 mL), and extracted with EtOAc (2×50 mL). The combined organic extracts were washed with brine (20 mL), dried (Na2SO4) and concentrated. The resulting yellow oil was pur...